This data is from the Open Reaction Database (ORD), a public repository of structured organic reaction records. The task is: describe an organic reaction: reactants, conditions, products, and yield Starting materials: [O-]CC.[Na+] (sodium ethoxide), COCC(N)=NO (methoxymethylcarboxamide oxime), C(C(=O)O)(=O)O (oxalic acid), CN1CCC=C(C1)C(=O)OC (arecoline), Br (HBr). The solvent is CCOCC (ether), C(C)O (ethanol), C(C)O (ethanol). Reaction conditions: temperature 80 celsius. Yields the product C(C(=O)[O-])(=O)[O-].C[NH+]1CC(=CCC1)C1=NC(=NO1)COC.C[NH+]1CC(=CCC1)C1=NC(=NO1)COC (1-Methyl-3-(3-methoxymethyl-1,2,4-oxadiazol-5-yl)-1,2,5,6-tetrahydropyridinium oxalate). RXN SMILES: [O-]CC.[Na+].[CH3:5][O:6][CH2:7][C:8](=[N:10][OH:11])[NH2:9].[CH3:12][N:13]1[CH2:18][C:17]([C:19]([O:21]C)=O)=[CH:16][CH2:15][CH2:14]1.Br.[C:24]([OH:29])(=[O:28])[C:25]([OH:27])=[O:26]>C(O)C.CCOCC>[C:24]([O-:29])(=[O:28])[C:25]([O-:27])=[O:26].[CH3:12][NH+:13]1[CH2:14][CH2:15][CH:16]=[C:17]([C:19]2[O:11][N:10]=[C:8]([CH2:7][O:6][CH3:5])[N:9]=2)[CH2:18]1.[CH3:12][NH+:13]1[CH2:14][CH2:15][CH:16]=[C:17]([C:19]2[O:21][N:10]=[C:8]([CH2:7][O:6][CH3:5])[N:9]=2)[CH2:18]1 |f:0.1,8.9.10|. Reported procedure: To a solution of sodium ethoxide (prepared from sodium (180 mg;7.8 mmol)), distilled ethanol (20 ml), molecular sieves (5 g), and methoxymethylcarboxamide oxime (832 mg;8 mmol) were added. The mixture was stirred at room temperature for 10 min. whereafter arecoline, HBr (1.0 g;4.23 mmol) was added. The mixture was heated at 80° C. for 12 hours, filtered, and evaporated in vacuo. To the residue was added water (10 ml) and the mixture was extracted with ether (3×25 ml). The combined extracts were ... Reactants: CCc1ccc(Cc2cc(C3(O)OC(COC(C)=O)C(OC(C)=O)C(OC(C)=O)C3OC(C)=O)cc(Br)c2C)cc1, Cc1ccccc1, OB(O)C1CC1, [K+], [K+], [K+], O, O=P([O-])([O-])[O-]. Yields the product CCc1ccc(Cc2cc(C3(O)OC(COC(C)=O)C(OC(C)=O)C(OC(C)=O)C3OC(C)=O)cc(C3CC3)c2C)cc1. As a reaction SMILES: [Br:1][c:2]1[c:3]([CH3:41])[c:4]([CH2:32][c:33]2[cH:34][cH:35][c:36]([CH2:39][CH3:40])[cH:37][cH:38]2)[cH:5][c:6]([C:8]2([OH:9])[CH:10]([O:11][C:12]([CH3:13])=[O:14])[CH:15]([O:16][C:17]([CH3:18])=[O:19])[CH:20]([O:21][C:22]([CH3:23])=[O:24])[CH:25]([CH2:27][O:28][C:29]([CH3:30])=[O:31])[O:26]2)[cH:7]1.[CH3:56][c:57]1[cH:58][cH:59][cH:60][cH:61][cH:62]1.[CH:50]1([B:53]([OH:54])[OH:55])[CH2:51][CH2:52]1.[K+:47].[K+:48].[K+:49].[OH2:63].[P:42]([O-:43])([O-:44])([O-:45])=[O:46]>>[c:2]1([CH:50]2[CH2:51][CH2:52]2)[c:3]([CH3:41])[c:4]([CH2:32][c:33]2[cH:34][cH:35][c:36]([CH2:39][CH3:40])[cH:37][cH:38]2)[cH:5][c:6]([C:8]2([OH:9])[CH:10]([O:11][C:12]([CH3:13])=[O:14])[CH:15]([O:16][C:17]([CH3:18])=[O:19])[CH:20]([O:21][C:22]([CH3:23])=[O:24])[CH:25]([CH2:27][O:28][C:29]([CH3:30])=[O:31])[O:26]2)[cH:7]1.